Dataset: the Open Reaction Database (ORD), a public repository of structured organic reaction records. Task: describe an organic reaction: reactants, conditions, products, and yield The reactants are BrC1=CC=C(C=C1)[C@H](C)N1C(O[C@](CC1)(C1=CC=CC=C1)CC(C)(C)O)=O ((S)-3-((S)-1-(4-bromophenyl)ethyl)-6-(2-hydroxy-2-methylpropyl)-6-phenyl-1,3-oxazinan-2-one), N1=C(C=CC=C1)B(O)O (pyridine-2-boronic acid). The product is OC(C[C@@]1(CCN(C(O1)=O)[C@@H](C)C1=CC=C(C=C1)C1=NC=CC=C1)C1=CC=CC=C1)(C)C ((S)-6-(2-hydroxy-2-methylpropyl)-6-phenyl-3-((S)-1-(4-(pyridin-2-yl)phenyl)ethyl)-1,3-oxazinan-2-one). RXN SMILES: Br[C:2]1[CH:7]=[CH:6][C:5]([C@@H:8]([N:10]2[CH2:15][CH2:14][C@:13]([CH2:22][C:23]([OH:26])([CH3:25])[CH3:24])([C:16]3[CH:21]=[CH:20][CH:19]=[CH:18][CH:17]=3)[O:12][C:11]2=[O:27])[CH3:9])=[CH:4][CH:3]=1.[N:28]1[CH:33]=[CH:32][CH:31]=[CH:30][C:29]=1B(O)O>>[OH:26][C:23]([CH3:25])([CH3:24])[CH2:22][C@@:13]1([C:16]2[CH:21]=[CH:20][CH:19]=[CH:18][CH:17]=2)[O:12][C:11](=[O:27])[N:10]([C@H:8]([C:5]2[CH:6]=[CH:7][C:2]([C:29]3[CH:30]=[CH:31][CH:32]=[CH:33][N:28]=3)=[CH:3][CH:4]=2)[CH3:9])[CH2:15][CH2:14]1. Procedure: The title compound was prepared from (S)-3-((S)-1-(4-bromophenyl)ethyl)-6-(2-hydroxy-2-methylpropyl)-6-phenyl-1,3-oxazinan-2-one and pyridine-2-boronic acid following procedures analogous to those described in Example 1 Step 2. LC-MS Method 2 tR=1.542 min, m/z=430.23; 1H NMR (CDCl3) 1.02-1.15 (d, 6H), 1.50 (d, 3H), 2.09-2.21 (m, 6H), 2.32 (m, 1H), 2.78 (m, 1H), 5.65 (m, 1H), 6.98 (d, 2H), 7.15-7.30 (m, 6H), 7.55 (m, 1H), 7.70 (d, 1H), 8.60 (d, 1H).